The task is: describe an organic reaction: reactants, conditions, products, and yield. This data is from the Open Reaction Database (ORD), a public repository of structured organic reaction records. The reactants are FC(C(=O)OC(C(F)(F)F)=O)(F)F (Trifluoroacetic anhydride), O=S1CCC(CC1)C1=CC=C(C=C1)N1C(O[C@H](C1)CNC(C)=O)=O (N-[[(5S)-3-[4-(tetrahydro-1-oxido-2H-thiopyran-4-yl)phenyl]-2-oxo-5-oxazolidinyl]methyl]acetamide), CN1CCOCC1 (N-methylmorpholine). Run in ClCCl (dichloromethane). Conditions: time 8 hour. The product is O=S1(CCC(C=C1)C1=CC=C(C=C1)N1C(O[C@H](C1)CNC(C)=O)=O)=O (N-[[(5S)-3-[4-(3,4-dihydro-1,1-dioxido-2H-thiopyran-4-yl)phenyl]-2-oxo-5-oxazolidinyl]methyl]acetamide). As a reaction SMILES: FC(F)(F)C(OC(=O)C(F)(F)F)=[O:4].[O:14]=[S:15]1[CH2:20][CH2:19][CH:18]([C:21]2[CH:26]=[CH:25][C:24]([N:27]3[CH2:31][C@H:30]([CH2:32][NH:33][C:34](=[O:36])[CH3:35])[O:29][C:28]3=[O:37])=[CH:23][CH:22]=2)[CH2:17][CH2:16]1.CN1CCOCC1>ClCCl>[O:14]=[S:15]1(=[O:4])[CH:16]=[CH:17][CH:18]([C:21]2[CH:26]=[CH:25][C:24]([N:27]3[CH2:31][C@H:30]([CH2:32][NH:33][C:34](=[O:36])[CH3:35])[O:29][C:28]3=[O:37])=[CH:23][CH:22]=2)[CH2:19][CH2:20]1. Reported procedure: Trifluoroacetic anhydride (2.98 mL, 21.1 mmol) is added dropwise at room temperature to a solution of N-[[(5S)-3-[4-(tetrahydro-1-oxido-2H-thiopyran-4-yl)phenyl]-2-oxo-5-oxazolidinyl]methyl]acetamide (2.46 g, 7.02 mmol; prepared as described in International Publication WO 97/09328) and N-methylmorpholine (3.86 mL, 35.1 mmol) in dichloromethane (60 mL). The reaction mixture is stirred overnight at room temperature and then evaporated to dryness. The resulting crude N-[[(5S)-3-[4-(3,4-dihydro-2H-...